Dataset: the Open Reaction Database (ORD), a public repository of structured organic reaction records. Task: describe an organic reaction: reactants, conditions, products, and yield The reactants are NC=1C(=C(OCC(C(=O)NCC2=CC(=CC=C2)OC)(C)C)C=CC1)C#N (3-(3-amino-2-cyanophenoxy)-N-(3-methoxybenzyl)-2,2-dimethylpropanamide), O=C(CC(=O)OCC)C (ethyl 3-oxobutanoate). The product is NC1=C(C(=NC2=CC=CC(=C12)OCC(C(=O)NCC1=CC(=CC=C1)OC)(C)C)C)C(=O)OCC (ethyl 4-amino-5-(3-((3-methoxybenzyl)amino)-2,2-dimethyl-3-oxopropoxy)-2-methylquinoline-3-carboxylate). Reaction SMILES: [NH2:1][C:2]1[C:3]([C:25]#[N:26])=[C:4]([CH:22]=[CH:23][CH:24]=1)[O:5][CH2:6][C:7]([CH3:21])([CH3:20])[C:8]([NH:10][CH2:11][C:12]1[CH:17]=[CH:16][CH:15]=[C:14]([O:18][CH3:19])[CH:13]=1)=[O:9].O=[C:28]([CH3:35])[CH2:29][C:30]([O:32][CH2:33][CH3:34])=[O:31]>>[NH2:26][C:25]1[C:3]2[C:2](=[CH:24][CH:23]=[CH:22][C:4]=2[O:5][CH2:6][C:7]([CH3:21])([CH3:20])[C:8]([NH:10][CH2:11][C:12]2[CH:17]=[CH:16][CH:15]=[C:14]([O:18][CH3:19])[CH:13]=2)=[O:9])[N:1]=[C:28]([CH3:35])[C:29]=1[C:30]([O:32][CH2:33][CH3:34])=[O:31]. Procedure: Prepared as in Example 2a from 3-(3-amino-2-cyanophenoxy)-N-(3-methoxybenzyl)-2,2-dimethylpropanamide (Example 46b) and ethyl 3-oxobutanoate as a yellow solid (42%). MS 466 (MH+).